From a dataset of the Open Reaction Database (ORD), a public repository of structured organic reaction records. describe an organic reaction: reactants, conditions, products, and yield The reactants are C1(=CC=CC=C1)C(N1CC(C1)N1CCC(CC1)C(=O)N(C)C)C1=CC=CC=C1 (1-[1-(Diphenylmethyl)azetidin-3-yl]-N,N-dimethylpiperidine-4-carboxamide), C(C)(=O)O (acetic acid). The reagents and catalysts are [OH-].[OH-].[Pd+2] (Palladium hydroxide on carbon). Run in CO (methanol). Reaction conditions: time 4 day. The product is N1CC(C1)N1CCC(CC1)C(=O)N(C)C (1-Azetidin-3-yl-N,N-dimethylpiperidine-4-carboxamide). Isolated yield 98.2%. Reaction SMILES: C1(C(C2C=CC=CC=2)[N:8]2[CH2:11][CH:10]([N:12]3[CH2:17][CH2:16][CH:15]([C:18]([N:20]([CH3:22])[CH3:21])=[O:19])[CH2:14][CH2:13]3)[CH2:9]2)C=CC=CC=1.C(O)(=O)C>CO.[OH-].[OH-].[Pd+2]>[NH:8]1[CH2:11][CH:10]([N:12]2[CH2:17][CH2:16][CH:15]([C:18]([N:20]([CH3:22])[CH3:21])=[O:19])[CH2:14][CH2:13]2)[CH2:9]1 |f:3.4.5|. Procedure details: Palladium hydroxide on carbon (0.10 g) was placed in a 5 mL vial intended for microwave synthesis. 1-[1-(Diphenylmethyl)azetidin-3-yl]-N,N-dimethylpiperidine-4-carboxamide (0.20 g, 0.53 mmol) dissolved in methanol (3 mL) and acetic acid (0.3 mL) was added. The mixture was stirred under hydrogen (1.6 bar) at RT for four days. The mixture was filtered through a plug of Celite®. The solvent was removed by evaporation and there was obtained 0.11 g (53%) of the title compound. Starting materials: ( D ), amine, C1(C=2C(C(N1)=O)=CC=CC2)=O (phthalimide), Cl (hydrogen chloride), amine, ( E ), C12(C3CCC(C(CCC1)C2)C3)NC(C(C)Cl)=O (N-(1-tricyclo[4.3.1.12,5 ]undecyl)-2-chloropropionamide), O.NN (hydrazine hydrate). The product is Cl.C12(C3CCC(C(CCC1)C2)C3)NC(C(C)N)=O (N-(1-tricyclo[4.3.1.12,5 ]undecyl)-2-aminopropionamide hydrochloride). The yield is 32.0%. Reaction SMILES: [C:1]12([NH:12][C:13](=[O:17])[CH:14]([Cl:16])[CH3:15])[CH2:10][CH:6]([CH2:7][CH2:8][CH2:9]1)[CH:5]1[CH2:11][CH:2]2[CH2:3][CH2:4]1.C1(=O)[NH:22]C(=O)C2=CC=CC=C12.O.NN.Cl>>[ClH:16].[C:1]12([NH:12][C:13](=[O:17])[CH:14]([NH2:22])[CH3:15])[CH2:10][CH:6]([CH2:7][CH2:8][CH2:9]1)[CH:5]1[CH2:11][CH:2]2[CH2:3][CH2:4]1 |f:2.3,5.6|. Procedure details: Under the same conditions as described in sections (D) and (E) of Example 8, N-(1-tricyclo[4.3.1.12,5 ]undecyl)-2-chloropropionamide was converted to the phthalimide derivative, the derivative was converted to an amine by 80% hydrazine hydrate and the amine was neutralized by hydrogen chloride gas to obtain viscous N-(1-tricyclo[4.3.1.12,5 ]undecyl)-2-aminopropionamide hydrochloride in a yield of 32%. The product is COc1cccc(-c2sc3ccccc3c2Oc2ccc(O)cc2)c1. RXN SMILES: [CH3:1][O:2][c:3]1[cH:4][c:5](-[c:9]2[c:10]([O:18][c:19]3[cH:20][cH:21][c:22]([O:25][CH2:26][c:27]4[cH:28][cH:29][cH:30][cH:31][cH:32]4)[cH:23][cH:24]3)[c:11]3[c:12]([s:13]2)[cH:14][cH:15][cH:16][cH:17]3)[cH:6][cH:7][cH:8]1.[CH3:34][CH2:35][OH:36].[CH3:37][CH2:38][O:39][C:40]([CH3:41])=[O:42].[ClH:33]>>[CH3:1][O:2][c:3]1[cH:4][c:5](-[c:9]2[c:10]([O:18][c:19]3[cH:20][cH:21][c:22]([OH:25])[cH:23][cH:24]3)[c:11]3[c:12]([s:13]2)[cH:14][cH:15][cH:16][cH:17]3)[cH:6][cH:7][cH:8]1. Reactants: COc1cccc(-c2sc3ccccc3c2Oc2ccc(OCc3ccccc3)cc2)c1, CCO, CCOC(C)=O, Cl. Reactants: BrC=1C=C2CC(CC2=CC1)CO ((5-Bromo-2,3-dihydro-1H-inden-2-yl)methanol), CN(C)C=O (DMF). The reagents and catalysts are [C-]#N.[C-]#N.[Zn+2] (Zn(CN)2), C=1C=CC(=CC1)[P](C=2C=CC=CC2)(C=3C=CC=CC3)[Pd]([P](C=4C=CC=CC4)(C=5C=CC=CC5)C=6C=CC=CC6)([P](C=7C=CC=CC7)(C=8C=CC=CC8)C=9C=CC=CC9)[P](C=1C=CC=CC1)(C=1C=CC=CC1)C=1C=CC=CC1 (Pd(PPh3)4). Reaction conditions: temperature 110 celsius. Yields the product OCC1CC2=CC=C(C=C2C1)C#N (2-(Hydroxymethyl)-2,3-dihydro-1H-indene-5-carbonitrile). As a reaction SMILES: Br[C:2]1[CH:3]=[C:4]2[C:8](=[CH:9][CH:10]=1)[CH2:7][CH:6]([CH2:11][OH:12])[CH2:5]2.[CH3:13][N:14](C=O)C>[C-]#N.[C-]#N.[Zn+2].C1C=CC([P]([Pd]([P](C2C=CC=CC=2)(C2C=CC=CC=2)C2C=CC=CC=2)([P](C2C=CC=CC=2)(C2C=CC=CC=2)C2C=CC=CC=2)[P](C2C=CC=CC=2)(C2C=CC=CC=2)C2C=CC=CC=2)(C2C=CC=CC=2)C2C=CC=CC=2)=CC=1>[OH:12][CH2:11][CH:6]1[CH2:5][C:4]2[C:8](=[CH:9][CH:10]=[C:2]([C:13]#[N:14])[CH:3]=2)[CH2:7]1 |f:2.3.4,^1:26,28,47,66|. Procedure details: A mixture of (5-Bromo-2,3-dihydro-1H-inden-2-yl)methanol (10 g, 44 mmol), Zn(CN)2 (10.3 g, 88 mmol) and Pd(PPh3)4 (1 g, 0.88 mmol) in 100 mL of DMF was heated at 100-120° C. under N2 atmosphere overnight. Most of the solvent was concentrated and the residue was partitioned between water (100 mL) and EtOAc (100 mL) and separated. The aqueous layer was extracted with EtOAc (50 mL×2). The combined organic layers were washed with brine (200 mL), dried over Na2SO4 and concentrated to dryness. The res...